From a dataset of the Open Reaction Database (ORD), a public repository of structured organic reaction records. describe an organic reaction: reactants, conditions, products, and yield Starting materials: ClC=1C(=C(C(=O)N)C(=CC1)C(F)(F)F)F (3-chloro-2-fluoro-6-trifluoromethylbenzamide), P(=O)(Cl)(Cl)Cl (phosphorus oxychloride), P(=O)(Cl)(Cl)Cl (phosphorus oxychloride), O (water). The solvent is ClCCCl (1,2-dichloroethane). Run at temperature 35 celsius. Product: ClC=1C(=C(C#N)C(=CC1)C(F)(F)F)F (3-chloro-2-fluoro-6-trifluoromethylbenzonitrile). Isolated yield 92.6%. RXN SMILES: [Cl:1][C:2]1[C:3]([F:15])=[C:4]([C:8]([C:11]([F:14])([F:13])[F:12])=[CH:9][CH:10]=1)[C:5]([NH2:7])=O.P(Cl)(Cl)(Cl)=O.O>ClCCCl>[Cl:1][C:2]1[C:3]([F:15])=[C:4]([C:8]([C:11]([F:13])([F:14])[F:12])=[CH:9][CH:10]=1)[C:5]#[N:7]. Reported procedure: To a solution of 266 g of 3-chloro-2-fluoro-6-trifluoromethylbenzamide in 2.5 liters of 1,2-dichloroethane was added 339 g of phosphorus oxychloride and then the mixture was heated at reflux for 18.5 hours. After cooling, the solution was gradually added into 2 liters of water maintained at 30-40° C. to hydrolyze the excess amount of phosphorus oxychloride and was then separated. The aqueous layer was extracted with chloroform, and the extract was combined with the organic layer previously obtai... Starting materials: C1CCOC1, CCOC(C)=O, C[Si](C)(C)[N-][Si](C)(C)C, Cc1ccncc1C#N, COC(=O)OC, [Cl-], [Li+], [NH4+]. The product is COC(=O)Cc1ccncc1C#N. RXN SMILES: [CH2:28]1[O:29][CH2:30][CH2:31][CH2:32]1.[CH2:33]([O:34][C:35](=[O:36])[CH3:37])[CH3:38].[CH3:11][Si:12]([N-:13][Si:14]([CH3:15])([CH3:16])[CH3:17])([CH3:18])[CH3:19].[CH3:1][c:2]1[cH:3][cH:4][n:5][cH:6][c:7]1[C:8]#[N:9].[CH3:20][O:21][C:22]([O:23][CH3:25])=[O:24].[Cl-:26].[Li+:10].[NH4+:27]>>[CH2:1]([c:2]1[cH:3][cH:4][n:5][cH:6][c:7]1[C:8]#[N:9])[C:22]([O:21][CH3:20])=[O:23]. Reactants: COC(=O)C=1N(S(C2=C(C1O)C=CC1=CC=CC=C12)(=O)=O)C (4-hydroxy-2-methyl-2H-naphtho[2,1-e]-1,2-thiazine-3-carboxylic acid methylester-1,1-dioxide), NC1=NC=NC(=C1)Cl (4-amino-6-chloro-pyrimidine). Run in C=1(C(=CC=CC1)C)C (xylene). Yields the product ClC1=CC(=NC=N1)NC(=O)C=1N(S(C2=C(C1O)C=CC1=CC=CC=C12)(=O)=O)C (N-(6-Chloro-4-pyrimidinyl)-4-hydroxy-2-methyl-2H-naphtho[2,1-e]-1,2-thiazine-3-carboxamide-1,1-dioxide). The yield is 47.0%. RXN SMILES: C[O:2][C:3]([C:5]1[N:6]([CH3:22])[S:7](=[O:21])(=[O:20])[C:8]2[C:19]3[C:14](=[CH:15][CH:16]=[CH:17][CH:18]=3)[CH:13]=[CH:12][C:9]=2[C:10]=1[OH:11])=O.[NH2:23][C:24]1[CH:29]=[C:28]([Cl:30])[N:27]=[CH:26][N:25]=1>C1(C)C(C)=CC=CC=1>[Cl:30][C:28]1[N:27]=[CH:26][N:25]=[C:24]([NH:23][C:3]([C:5]2[N:6]([CH3:22])[S:7](=[O:21])(=[O:20])[C:8]3[C:19]4[C:14](=[CH:15][CH:16]=[CH:17][CH:18]=4)[CH:13]=[CH:12][C:9]=3[C:10]=2[OH:11])=[O:2])[CH:29]=1. Procedure details: N-(6-Chloro-4-pyrimidinyl)-4-hydroxy-2-methyl-2H-naphtho[2,1-e]-1,2-thiazine-3-carboxamide-1,1-dioxide was prepared analogous to Example 1 from 4-hydroxy-2-methyl-2H-naphtho[2,1-e]-1,2-thiazine-3-carboxylic acid methylester-1,1-dioxide and 4-amino-6-chloro-pyrimidine. Yield: 47% of theory; m.p. 263° C (decomp.; from xylene). Starting materials: Cl.C(C)N=C=NCCCN(C)C (N1-((ethylimino)methylene)-N3,N3-dimethylpropane-1,3-diamine hydrochloride), O=C1N(CCC1(C1=CC=CC=C1)C1=CC=CC=C1)CC(=O)O (2-(2-oxo-3,3-diphenylpyrrolidin-1-yl)acetic acid), CN1N=C(C=C1)CN ((1-methyl-1H-pyrazol-3-yl)methanamine). The solvent is ClCCl (dichloromethane). Reaction conditions: time 8 hour. The product is CN1N=C(C=C1)CNC(CN1C(C(CC1)(C1=CC=CC=C1)C1=CC=CC=C1)=O)=O (N-[(1-methyl-1H-pyrazol-3-yl)methyl]-2-(2-oxo-3,3-diphenylpyrrolidin-1-yl)acetamide). Reaction SMILES: Cl.C(N=C=NCCCN(C)C)C.[O:13]=[C:14]1[C:18]([C:25]2[CH:30]=[CH:29][CH:28]=[CH:27][CH:26]=2)([C:19]2[CH:24]=[CH:23][CH:22]=[CH:21][CH:20]=2)[CH2:17][CH2:16][N:15]1[CH2:31][C:32](O)=[O:33].[CH3:35][N:36]1[CH:40]=[CH:39][C:38]([CH2:41][NH2:42])=[N:37]1>ClCCl>[CH3:35][N:36]1[CH:40]=[CH:39][C:38]([CH2:41][NH:42][C:32](=[O:33])[CH2:31][N:15]2[CH2:16][CH2:17][C:18]([C:19]3[CH:20]=[CH:21][CH:22]=[CH:23][CH:24]=3)([C:25]3[CH:26]=[CH:27][CH:28]=[CH:29][CH:30]=3)[C:14]2=[O:13])=[N:37]1 |f:0.1|. Procedure details: N1-((ethylimino)methylene)-N3,N3-dimethylpropane-1,3-diamine hydrochloride (0.049 g, 0.254 mmol), 2-(2-oxo-3,3-diphenylpyrrolidin-1-yl)acetic acid (Example 1C, 0.050 g, 0.169 mmol) and (1-methyl-1H-pyrazol-3-yl)methanamine (0.021 g, 0.186 mmol) were combined and stirred together in dichloromethane (0.5 mL) at room temperature. After stirring overnight, the reaction was loaded directly onto a SF10-8 silica gel column (Analogix®, Burlington, Wis.), and the title compound was eluted using a gradien... The yield is 83.4%. RXN SMILES: ClCC(N(CC)C1C=C(OC)C=CC=1C1CCC2C(=CC=C(OC)C=2)C1)=O.N1CCCC1.[CH2:33]([N:35]([C:44]1[CH:49]=[C:48]([O:50][CH3:51])[CH:47]=[CH:46][C:45]=1[CH:52]1[CH2:61][CH2:60][C:59]2[C:54](=[CH:55][CH:56]=[C:57]([O:62][CH3:63])[CH:58]=2)[CH2:53]1)[C:36](=O)[CH2:37][N:38]1[CH2:42][CH2:41][CH2:40][CH2:39]1)[CH3:34]>>[CH2:33]([N:35]([C:44]1[CH:49]=[C:48]([O:50][CH3:51])[CH:47]=[CH:46][C:45]=1[CH:52]1[CH2:61][CH2:60][C:59]2[C:54](=[CH:55][CH:56]=[C:57]([O:62][CH3:63])[CH:58]=2)[CH2:53]1)[CH2:36][CH2:37][N:38]1[CH2:39][CH2:40][CH2:41][CH2:42]1)[CH3:34]. The reactants are ClCC(=O)N(C1=C(C=CC(=C1)OC)C1CC2=CC=C(C=C2CC1)OC)CC (2-chloro-N-ethyl-N-[5-methoxy-2-(6-methoxy-1,2,3,4-tetrahydronaphthalen-2-yl)phenyl]acetamide), N1CCCC1 (pyrrolidine), C(C)N(C(CN1CCCC1)=O)C1=C(C=CC(=C1)OC)C1CC2=CC=C(C=C2CC1)OC (N-ethyl-N-[5-methoxy-2-(6-methoxy-1,2,3,4-tetrahydronaphthalen-2-yl)phenyl]-2-pyrrolidin-1-ylacetamide). Procedure details: Synthesized from 2-chloro-N-ethyl-N-[5-methoxy-2-(6-methoxy-1,2,3,4-tetrahydronaphthalen-2-yl)phenyl]acetamide and pyrrolidine according to an analogous synthetic method to Preparation EXAMPLE 89, N-ethyl-N-[5-methoxy-2-(6-methoxy-1,2,3,4-tetrahydronaphthalen-2-yl)phenyl]-2-pyrrolidin-1-ylacetamide (119 mg) was used according to an analogous synthetic method to Example 337 described below to provide ethyl [5-methoxy-2-(6-methoxy-1,2,3,4-tetrahydronaphthalen-2-yl)phenyl](2-pyrrolidin-1-ylethyl)am... The product is C(C)N(CCN1CCCC1)C1=C(C=CC(=C1)OC)C1CC2=CC=C(C=C2CC1)OC (ethyl [5-methoxy-2-(6-methoxy-1,2,3,4-tetrahydronaphthalen-2-yl)phenyl](2-pyrrolidin-1-ylethyl)amine). Reactants: COC=1C=C(C(=O)N2CCNCC2)C=C(C1OC)OC (1-(3,4,5-trimethoxybenzoyl)piperazine), COC=1C=CC(=CC1)P2(=S)SP(=S)(S2)C=3C=CC(=CC3)OC (Lawesson reagent), C1=CC=CC=C1 (benzene), Cl (HCl). Run in C(C)(=O)OCC (ethyl acetate). Yields the product COC=1C=C(C(=S)N2CCNCC2)C=C(C1OC)OC (1-(3,4,5-trimethoxythiobenzoyl)piperazine). Isolated yield 61.5%. As a reaction SMILES: [CH3:1][O:2][C:3]1[CH:4]=[C:5]([CH:14]=[C:15]([O:19][CH3:20])[C:16]=1[O:17][CH3:18])[C:6]([N:8]1[CH2:13][CH2:12][NH:11][CH2:10][CH2:9]1)=O.COC1C=CC(P2(SP(C3C=CC(OC)=CC=3)(=S)S2)=[S:30])=CC=1.C1C=CC=CC=1.Cl>C(OCC)(=O)C>[CH3:1][O:2][C:3]1[CH:4]=[C:5]([CH:14]=[C:15]([O:19][CH3:20])[C:16]=1[O:17][CH3:18])[C:6]([N:8]1[CH2:13][CH2:12][NH:11][CH2:10][CH2:9]1)=[S:30]. Procedure details: A mixture of 1-(3,4,5-trimethoxybenzoyl)piperazine (2.0 g), a Lawesson reagent [2,4-bis(4-methoxyphenyl)-1,3-dithia-2,4-diphosphethane-2,4-disulfide] (2.9 g) and benzene (20 ml) is heated for 30 minutes under reflux. 1N HCl (100 ml) and ethyl acetate are added to the reaction mixture. The mixture is shaken. The aqueous layer is separated, and treated with an aqueous solution of sodium hydroxide to make the system alkalline, followed by extraction with methylene chloride. The organic layer is was... Reactants: C(C)(=O)C=1C=NC=CC1 (3-acetylpyridine), O (Water), CCOCC (ether). Yields the product CC(CC)C(C(=O)OCC)C(C=1C=NC=CC1)(C)O (Ethyl 2-(2-Butyl)-3-hydroxy-3-methyl-3-(3-pyridyl)propionate). Isolated yield 74.5%. RXN SMILES: [C:1]([C:4]1[CH:5]=[N:6][CH:7]=[CH:8][CH:9]=1)(=[O:3])[CH3:2].[OH2:10].[CH3:11][CH2:12][O:13][CH2:14][CH3:15]>>[CH3:2][CH:1]([CH:11]([C:1]([OH:3])([CH3:2])[C:4]1[CH:5]=[N:6][CH:7]=[CH:8][CH:9]=1)[C:12]([O:13][CH2:14][CH3:15])=[O:10])[CH2:4][CH3:9]. Procedure details: To the above solution is added, with stirring, a solution of 3-acetylpyridine (24.2 grams, 0.2 mole) in 80 milliliters of ether. The mixture is stirred for 15 minutes at -78° C. and then allowed to warm up to room temperature (2 hours). Water is added and the ether layer is separated, washed with water, dried with magnesium sulfate and evaporated under reduced pressure to give an oil which weighs 48.0 grams. The oil is distilled in a Kugelrohr apparatus to yield 39.5 grams (74.5%) of the pure pr... As a reaction SMILES: [F:1][C:2]1[CH:3]=[C:4]([C:8]#[C:9][C:10]2[CH:22]=[CH:21][N:13]3[C:14](=[O:20])[C:15]([CH:18]=[CH2:19])=[CH:16][N:17]=[C:12]3[CH:11]=2)[CH:5]=[CH:6][CH:7]=1.C([OH:25])C>>[F:1][C:2]1[CH:3]=[C:4]([C:8]#[C:9][C:10]2[CH:22]=[CH:21][N:13]3[C:14](=[O:20])[C:15]([CH:18]([OH:25])[CH3:19])=[CH:16][N:17]=[C:12]3[CH:11]=2)[CH:5]=[CH:6][CH:7]=1. Run at time 3 hour. Reactants: FC=1C=C(C=CC1)C#CC1=CC=2N(C(C(=CN2)C=C)=O)C=C1 (8-((3-fluorophenyl)ethynyl)-3-vinyl-4H-pyrido[1,2-a]pyrimidin-4-one), C(C)O (ethanol). Reported procedure: 8-((3-fluorophenyl)ethynyl)-3-vinyl-4H-pyrido[1,2-a]pyrimidin-4-one (30 mg, 0.1 mmol) was added into a saturated HO/ethanol (5 mL) solution. After stirring at ambient temperature for 3 h, the solution was adjusted to pH=8 and extracted with ethyl acetate (3×50 mL). The combined organic layers were dried over Na2SO4 and concentrated to give the crude product, which was purified by column chromatography. MS (ESI): 309 (MH+); 1H NMR (300 MHz, CDCl3) δ 9.01-8.99 (d, J=7.44 Hz, 1H), 8.38 (s, 1H), 7.7... Yields the product FC=1C=C(C=CC1)C#CC1=CC=2N(C(C(=CN2)C(C)O)=O)C=C1 (8-((3-fluorophenyl)ethynyl)-3-(1-hydroxyethyl)-4H-pyrido[1,2-a]pyrimidin-4-one). Reactants: CN1CCN(CC(=O)N2c3ccccc3N(C)C(=O)c3cnc(-c4ccccc4)nc32)CC1, CO, O=C(OO)c1cccc(Cl)c1. Yields the product CN1CCN(CC(=O)N2c3ccccc3N(C)C(=O)c3cnc(-c4ccccc4)[n+]([O-])c32)CC1. Reaction SMILES: [CH3:12][N:13]1[C:14](=[O:44])[c:15]2[c:16]([n:34][c:35](-[c:38]3[cH:39][cH:40][cH:41][cH:42][cH:43]3)[n:36][cH:37]2)[N:17]([C:24]([CH2:25][N:26]2[CH2:27][CH2:28][N:29]([CH3:32])[CH2:30][CH2:31]2)=[O:33])[c:18]2[c:19]1[cH:20][cH:21][cH:22][cH:23]2.[CH3:45][OH:46].[Cl:1][c:2]1[cH:3][cH:4][cH:5][c:6]([C:7]([O:8][OH:10])=[O:9])[cH:11]1>>[O-:9][n+:34]1[c:16]2[c:15]([cH:37][n:36][c:35]1-[c:38]1[cH:39][cH:40][cH:41][cH:42][cH:43]1)[C:14](=[O:44])[N:13]([CH3:12])[c:19]1[c:18]([cH:23][cH:22][cH:21][cH:20]1)[N:17]2[C:24]([CH2:25][N:26]1[CH2:27][CH2:28][N:29]([CH3:32])[CH2:30][CH2:31]1)=[O:33]. Starting materials: FC(C=1C=C(C=CC1)C(CC)=O)(F)F (1-[3-(Trifluoromethyl)phenyl]-1-propanone), [OH-].[K+] (Potassium hydroxide), BrC=1C=C2C(C(NC2=CC1)=O)=O (5-bromoisatin). Solvent: O (water), C(C)O (ethanol). Run at temperature 85 celsius, time 8 hour. Product: BrC=1C=C2C(=C(C(=NC2=CC1)C1=CC(=CC=C1)C(F)(F)F)C)C(=O)O (6-bromo-3-methyl-2-[3-(trifluoromethyl)phenyl]-4-quinolinecarboxylic acid). The yield is 116.4%. RXN SMILES: [OH-:1].[K+].[Br:3][C:4]1[CH:5]=[C:6]2[C:10](=[CH:11][CH:12]=1)[NH:9][C:8](=[O:13])[C:7]2=O.[F:15][C:16]([F:28])([F:27])[C:17]1[CH:18]=[C:19]([C:23](=O)[CH2:24][CH3:25])[CH:20]=[CH:21][CH:22]=1>O.C(O)C>[Br:3][C:4]1[CH:5]=[C:6]2[C:10](=[CH:11][CH:12]=1)[N:9]=[C:23]([C:19]1[CH:20]=[CH:21][CH:22]=[C:17]([C:16]([F:15])([F:27])[F:28])[CH:18]=1)[C:24]([CH3:25])=[C:7]2[C:8]([OH:13])=[O:1] |f:0.1|. Reported procedure: Potassium hydroxide (29.8 g, 531 mmol) in water (49.2 mL) was added to an orange suspension of 5-bromoisatin (20 g, 88 mmol) in ethanol (172 mL). 1-[3-(Trifluoromethyl)phenyl]-1-propanone (19.68 g, 97 mmol) was added and the mixture was heated to 85° C. for 3 h. The solvent was removed under reduced pressure. The residue was diluted with water (400 mL) and stirred overnight. The aqueous mixture was cooled to 0° C. and adjusted to pH˜3 with concentrated HCl. The solid was collected by filtration ...